Task: describe an organic reaction: reactants, conditions, products, and yield. Dataset: the Open Reaction Database (ORD), a public repository of structured organic reaction records The reactants are C(C)(=O)OCC=1C(=NC=CC1C1=CN(C(C(=C1)Br)=O)C)N1C(C2=C(C=C(C=C2C=N1)C(C)(C)C)F)=O ((4-(5-Bromo-1-methyl-6-oxo-1,6-dihydropyridin-3-yl)-2-(6-tert-butyl-8-fluoro-1-oxophthalazin-2(1H)-yl)pyridin-3-yl)methyl acetate), Cl.O=S1N=C(C=C1C)N (1-oxo-5-methylisothiazol-3-amine hydrochloride), C(=O)([O-])[O-].[Cs+].[Cs+] (Cs2CO3), CC1(C2=C(C(=CC=C2)P(C3=CC=CC=C3)C4=CC=CC=C4)OC5=C(C=CC=C51)P(C6=CC=CC=C6)C7=CC=CC=C7)C (XantPhos). The reagents and catalysts are C=1C=CC(=CC1)/C=C/C(=O)/C=C/C2=CC=CC=C2.C=1C=CC(=CC1)/C=C/C(=O)/C=C/C2=CC=CC=C2.C=1C=CC(=CC1)/C=C/C(=O)/C=C/C2=CC=CC=C2.[Pd].[Pd] (Pd2(dba)3). The solvent is CN(C)C=O (DMF). Run at temperature 110 celsius. The product is C(C)(=O)OCC=1C(=NC=CC1C1=CN(C(C(=C1)NC1=NSC(=C1)C)=O)C)N1C(C2=C(C=C(C=C2C=N1)C(C)(C)C)F)=O ((2-(6-tert-Butyl-8-fluoro-1-oxophthalazin-2(1H)-yl)-4-(1-methyl-5-(5-methylisothiazol-3-ylamino)-6-oxo-1,6-dihydropyridin-3-yl)pyridin-3-yl)methyl Acetate). Isolated yield 38.8%. Reaction SMILES: [C:1]([O:4][CH2:5][C:6]1[C:7]([N:21]2[N:30]=[CH:29][C:28]3[C:23](=[C:24]([F:35])[CH:25]=[C:26]([C:31]([CH3:34])([CH3:33])[CH3:32])[CH:27]=3)[C:22]2=[O:36])=[N:8][CH:9]=[CH:10][C:11]=1[C:12]1[CH:17]=[C:16](Br)[C:15](=[O:19])[N:14]([CH3:20])[CH:13]=1)(=[O:3])[CH3:2].Cl.O=[S:39]1[C:43]([CH3:44])=[CH:42][C:41]([NH2:45])=[N:40]1.C([O-])([O-])=O.[Cs+].[Cs+].CC1(C)C2C(=C(P(C3C=CC=CC=3)C3C=CC=CC=3)C=CC=2)OC2C(P(C3C=CC=CC=3)C3C=CC=CC=3)=CC=CC1=2>C1C=CC(/C=C/C(/C=C/C2C=CC=CC=2)=O)=CC=1.C1C=CC(/C=C/C(/C=C/C2C=CC=CC=2)=O)=CC=1.C1C=CC(/C=C/C(/C=C/C2C=CC=CC=2)=O)=CC=1.[Pd].[Pd].CN(C=O)C>[C:1]([O:4][CH2:5][C:6]1[C:7]([N:21]2[N:30]=[CH:29][C:28]3[C:23](=[C:24]([F:35])[CH:25]=[C:26]([C:31]([CH3:34])([CH3:33])[CH3:32])[CH:27]=3)[C:22]2=[O:36])=[N:8][CH:9]=[CH:10][C:11]=1[C:12]1[CH:17]=[C:16]([NH:45][C:41]2[CH:42]=[C:43]([CH3:44])[S:39][N:40]=2)[C:15](=[O:19])[N:14]([CH3:20])[CH:13]=1)(=[O:3])[CH3:2] |f:1.2,3.4.5,7.8.9.10.11|. Reported procedure: A 25-mL sealed tube was charged with (4-(5-bromo-1-methyl-6-oxo-1,6-dihydropyridin-3-yl)-2-(6-tert-butyl-8-fluoro-1-oxophthalazin-2(1H)-yl)pyridin-3-yl)methyl acetate 142c (155 mg, 0.28 mmol), 4-fluoro-2-(1-oxo-5-methylisothiazol-3-amine hydrochloride (55 mg, 0.33 mmol), Cs2CO3 (183 mg, 0.56 mmol), Pd2(dba)3 (27 mg, 0.030 mmol), XantPhos (35 mg, 0.060 mmol), and DMF (10 mL). After three cycles of vacuum/argon flush, the mixture was heated at 110° C. under microwave irradiation for 1 hour. It was...